describe an organic reaction: reactants, conditions, products, and yield From a dataset of the Open Reaction Database (ORD), a public repository of structured organic reaction records. Starting materials: ClC1=C(C=C(C=C1)O)C (4-chloro-3-methylphenol), BrCCBr (1,2-dibromoethane), [OH-].[Na+] (sodium hydroxide). The solvent is O (water), O (water). Product: BrCCOC1=CC(=C(C=C1)Cl)C (1-bromo-2-(4-chloro-3-methylphenoxy)ethane). RXN SMILES: [Cl:1][C:2]1[CH:7]=[CH:6][C:5]([OH:8])=[CH:4][C:3]=1[CH3:9].[Br:10][CH2:11][CH2:12]Br.[OH-].[Na+]>O>[Br:10][CH2:11][CH2:12][O:8][C:5]1[CH:6]=[CH:7][C:2]([Cl:1])=[C:3]([CH3:9])[CH:4]=1 |f:2.3|. Reported procedure: A mixture of 4-chloro-3-methylphenol (100 g.) and 1,2-dibromoethane (158.2 g.) in water (160 ml.) was stirred and heated to reflux during the slow dropwise addition of a solution of sodium hydroxide (30.8 g.) in water (140 ml.). Stirring and heating were continued for a total of 6 hours and the mixture was cooled and extracted exhaustively with ether. The ethereal extract was washed exhaustively with 5N-sodium hydroxide, dried over potassium carbonate, filtered and evaporated. The residual oil w... Starting materials: [Br-].[Br-].[Br-].[NH+]1=CC=CC=C1.[NH+]1=CC=CC=C1.[NH+]1=CC=CC=C1 (pyridinium tribromide), FC1=CC=C(C=C1)C1=C2C=CNC2=CC=C1 (4-(4-fluoro-phenyl)-1H-indole), C(C)(=O)O (acetic acid). Reagents/catalysts: [Zn] (Zinc). The solvent is CC(C)(C)O.C(C)O.C(C)(=O)O (t-BuOH ethanol acetic acid). Reaction conditions: temperature 27 celsius, time 3 hour. Product: FC1=CC=C(C=C1)C1=C2CC(NC2=CC=C1)=O (4-(4-Fluoro-phenyl)-1,3-dihydro-indol-2-one). Isolated yield 98.0%. As a reaction SMILES: [F:1][C:2]1[CH:7]=[CH:6][C:5]([C:8]2[CH:16]=[CH:15][CH:14]=[C:13]3[C:9]=2[CH:10]=[CH:11][NH:12]3)=[CH:4][CH:3]=1.[Br-].[Br-].[Br-].[NH+]1C=CC=CC=1.[NH+]1C=CC=CC=1.[NH+]1C=CC=CC=1.C(O)(=[O:40])C>CC(O)(C)C.C(O)C.C(O)(=O)C.[Zn]>[F:1][C:2]1[CH:3]=[CH:4][C:5]([C:8]2[CH:16]=[CH:15][CH:14]=[C:13]3[C:9]=2[CH2:10][C:11](=[O:40])[NH:12]3)=[CH:6][CH:7]=1 |f:1.2.3.4.5.6,8.9.10|. Procedure details: To the suspension of 4-(4-fluoro-phenyl)-1H-indole (2.28 g, 10.79 mmol) in t-BuOH-ethanol-acetic acid (3:2:1) (147 mL) was added pyridinium tribromide (90% purity from Aldrich, 11.51 g, 32.38 mmol)) portionwise. The mixture was stirred at 27° C. for 3 hours, and then to the mixture was added acetic acid (108 mL). Zinc dust (10.52 g, 162 mmol) was added to the reaction mixture portionwise, and the reaction mixture was stirred at room temperature for one hour. The unreacted zinc dust was filtered ... The reactants are C(C)(C)(C)C1=CC=C(C=C1)CC(C=O)C (3-(p-tert.-butyl-phenyl)-2-methyl-propionaldehyde), [H][H] (hydrogen), CC1CNCCC1 (3-methyl-piperidine), O (water), O (water). Reagents/catalysts: [Pd] (palladium/carbon). The solvent is C1(=CC=CC=C1)C (toluene). Yields the product C(C)(C)(C)C1=CC=C(C=C1)CC(CN1CC(CCC1)C)C (1-[3-(p-tert.-butyl-phenyl)-2-methyl-propyl]-3-methyl-piperidine). RXN SMILES: [C:1]([C:5]1[CH:10]=[CH:9][C:8]([CH2:11][CH:12]([CH3:15])[CH:13]=O)=[CH:7][CH:6]=1)([CH3:4])([CH3:3])[CH3:2].[CH3:16][CH:17]1[CH2:22][CH2:21][CH2:20][NH:19][CH2:18]1.O.[H][H]>C1(C)C=CC=CC=1.[Pd]>[C:1]([C:5]1[CH:10]=[CH:9][C:8]([CH2:11][CH:12]([CH3:15])[CH2:13][N:19]2[CH2:20][CH2:21][CH2:22][CH:17]([CH3:16])[CH2:18]2)=[CH:7][CH:6]=1)([CH3:4])([CH3:3])[CH3:2]. Procedure details: 4.45 Kg. of 3-(p-tert.-butyl-phenyl)-2-methyl-propionaldehyde and 2.38 kg. of 3-methyl-piperidine are heated at reflux in 3.42 liters of toluene for 16 hours in a water-separator under nitrogen gasification until the water-cleavage has been completed. 197 G. of 5% palladium/carbon are added at room temperature under nitrogen gasification and the mixture is subsequently hydrogenated until the hydrogen uptake has been completed. The catalyst is then removed by filtration and the toluene evaporated... Starting materials: NC(=S)N (Thiourea), NC1=NC(=C2N=CN(C2=N1)COCCOC(C1=CC=CC=C1)=O)Cl (2-amino-6-chloro-9-(2-benzoyloxyethoxymethyl)purine). The solvent is C(C)(C)O (isopropanol). Conditions: time 8 hour. Product: OCCOCN1C=2N=C(NC(C2N=C1)=S)N (9-(2-hydroxyethoxymethyl)thioguanine). The yield is 29.5%. Reaction SMILES: [NH2:1][C:2](N)=[S:3].[NH2:5][C:6]1[N:14]=[C:13]2[C:9]([N:10]=[CH:11][N:12]2[CH2:15][O:16][CH2:17][CH2:18][O:19]C(=O)C2C=CC=CC=2)=C(Cl)N=1>C(O)(C)C>[OH:19][CH2:18][CH2:17][O:16][CH2:15][N:12]1[CH:11]=[N:10][C:9]2[C:2](=[S:3])[NH:1][C:6]([NH2:5])=[N:14][C:13]1=2. Procedure: Thiourea (0.28g) was added to a refluxing solution of 2-amino-6-chloro-9-(2-benzoyloxyethoxymethyl)purine (1.27g) in isopropanol (40ml). The reaction mixture was heated at reflux for 11/2 hours and then chilled. 9-(2-benzoyloxyethoxymethyl)thioguanine (0.58g, m.p. 199°-202° C.) was removed by filtration. This was added to 40ml of aqueous ammonia (about 7N) and the mixture heated on a stream bath for 10 minutes and then stirred overnight at room temperature. The water and ammonia were removed in ... Starting materials: B, CO, Cl, CC(C)N1CC(c2ccc(N)c(C#N)c2)OCC1=O, C1CCOC1. Product: Cl, CC(C)N1CCOC(c2ccc(N)c(C#N)c2)C1. RXN SMILES: [BH3:1].[CH3:21][OH:22].[ClH:23].[NH2:2][c:3]1[c:4]([C:19]#[N:20])[cH:5][c:6]([CH:9]2[O:10][CH2:11][C:12](=[O:18])[N:13]([CH:15]([CH3:16])[CH3:17])[CH2:14]2)[cH:7][cH:8]1.[O:24]1[CH2:25][CH2:26][CH2:27][CH2:28]1>>[ClH:23].[NH2:2][c:3]1[c:4]([C:19]#[N:20])[cH:5][c:6]([CH:9]2[O:10][CH2:11][CH2:12][N:13]([CH:15]([CH3:16])[CH3:17])[CH2:14]2)[cH:7][cH:8]1.